Dataset: the Open Reaction Database (ORD), a public repository of structured organic reaction records. Task: describe an organic reaction: reactants, conditions, products, and yield Reactants: COc1ccc(N(Cc2ccc(C)cc2)Cc2ccc(C)cc2)c2sc(NC(=O)c3ccccc3)nc12, CC#N, O=C(Cl)OCC(Cl)(Cl)Cl. Product: COc1ccc(N(Cc2ccc(C)cc2)C(=O)OCC(Cl)(Cl)Cl)c2sc(NC(=O)c3ccccc3)nc12. Reaction SMILES: [CH3:1][c:2]1[cH:3][cH:4][c:5]([CH2:6][N:7]([c:8]2[cH:9][cH:10][c:11]([O:26][CH3:27])[c:12]3[n:13][c:14]([NH:17][C:18]([c:19]4[cH:20][cH:21][cH:22][cH:23][cH:24]4)=[O:25])[s:15][c:16]23)[CH2:28][c:29]2[cH:30][cH:31][c:32]([CH3:33])[cH:34][cH:35]2)[cH:36][cH:37]1.[CH3:47][C:48]#[N:49].[Cl:38][C:39](=[O:40])[O:41][CH2:42][C:43]([Cl:44])([Cl:45])[Cl:46]>>[CH3:1][c:2]1[cH:3][cH:4][c:5]([CH2:6][N:7]([c:8]2[cH:9][cH:10][c:11]([O:26][CH3:27])[c:12]3[n:13][c:14]([NH:17][C:18]([c:19]4[cH:20][cH:21][cH:22][cH:23][cH:24]4)=[O:25])[s:15][c:16]23)[C:39](=[O:40])[O:41][CH2:42][C:43]([Cl:44])([Cl:45])[Cl:46])[cH:36][cH:37]1.